From a dataset of the Open Reaction Database (ORD), a public repository of structured organic reaction records. describe an organic reaction: reactants, conditions, products, and yield The reactants are ClC=1C(=CC(=C(N)C1)I)C (5-chloro-2-iodo-4-methylaniline), C([O-])([O-])=O.[Na+].[Na+] (sodium carbonate), C(C)[Si](C#CCCO)(CC)CC (4-(triethylsilyl)but-3-yn-1-ol), [Cl-].[Li+] (lithium chloride). Reagents/catalysts: [Pd](Cl)Cl (palladium(II) chloride), C1(=CC=CC=C1)P(C1=CC=CC=C1)[C-]1C=CC=C1.[C-]1(C=CC=C1)P(C1=CC=CC=C1)C1=CC=CC=C1.[Fe+2] (Bis(diphenylphosphino)ferrocene). Solvent: CN(C)C=O (DMF). Reaction conditions: temperature 100 celsius, time 15 hour. The product is ClC1=C(C=C2C(=C(NC2=C1)[Si](CC)(CC)CC)CCO)C (2-(6-chloro-5-methyl-2-(triethylsilyl)-1H-indol-3-yl)ethanol). Isolated yield 79.2%. As a reaction SMILES: [Cl:1][C:2]1[C:3]([CH3:10])=[CH:4][C:5](I)=[C:6]([CH:8]=1)[NH2:7].[CH2:11]([Si:13]([CH2:21][CH3:22])([CH2:19][CH3:20])[C:14]#[C:15][CH2:16][CH2:17][OH:18])[CH3:12].[Cl-].[Li+].C(=O)([O-])[O-].[Na+].[Na+]>CN(C=O)C.C1(P([C-]2C=CC=C2)C2C=CC=CC=2)C=CC=CC=1.[C-]1(P(C2C=CC=CC=2)C2C=CC=CC=2)C=CC=C1.[Fe+2].[Pd](Cl)Cl>[Cl:1][C:2]1[CH:8]=[C:6]2[C:5]([C:15]([CH2:16][CH2:17][OH:18])=[C:14]([Si:13]([CH2:19][CH3:20])([CH2:21][CH3:22])[CH2:11][CH3:12])[NH:7]2)=[CH:4][C:3]=1[CH3:10] |f:2.3,4.5.6,8.9.10|. Procedure: 5-chloro-2-iodo-4-methylaniline (1.50 g; 5.61 mmol), 4-(triethylsilyl)but-3-yn-1-ol (2.36 mL; 11.22 mmol), Bis(diphenylphosphino)ferrocene]palladium(II) chloride (0.229 g; 0.280 mmol), lithium chloride (0.237 g; 5.61 mmol) and sodium carbonate (1.19 g; 11.22 mmol) were suspended in DMF (14 mL) and the mixture was stirred at 100° C. for 15 hours. The mixture was concentrated under reduced pressure and diluted in ethyl acetate. The organic layer was successively washed with brine, sodium thiosulph... The reactants are cuprous cyanide, C(C)(C)(C)O\N=C(\C1=C(C=CC(=C1)Br)O)/C1=NC=CC=C1 ((Z)-2-(5-bromo-2-hydroxybenzoyl)pyridine O-t-butyloxime), C(CN)N (ethylenediamine). The solvent is CN(C)C=O (DMF), O (water). Reaction conditions: time 30 minute. Product: C(C)(C)(C)O\N=C(\C1=C(C=CC(=C1)C#N)O)/C1=NC=CC=C1 ((Z)-2-(5-cyano-2-hydroxybenzoyl)pyridine O-t-butyloxime). As a reaction SMILES: [C:1]([O:5]/[N:6]=[C:7](\[C:16]1[CH:21]=[CH:20][CH:19]=[CH:18][N:17]=1)/[C:8]1[CH:13]=[C:12](Br)[CH:11]=[CH:10][C:9]=1[OH:15])([CH3:4])([CH3:3])[CH3:2].C(N)[CH2:23][NH2:24]>CN(C=O)C.O>[C:1]([O:5]/[N:6]=[C:7](\[C:16]1[CH:21]=[CH:20][CH:19]=[CH:18][N:17]=1)/[C:8]1[CH:13]=[C:12]([C:23]#[N:24])[CH:11]=[CH:10][C:9]=1[OH:15])([CH3:4])([CH3:3])[CH3:2]. Procedure: (Z)-2-(5-bromo-2-hydroxybenzoyl)pyridine O-t-butyloxime (12.7 g) was dissolved in DMF (100 ml). To the solution was added cuprous cyanide (4.64 g), and the mixture was heated, under argon atmosphere, for 3 hours under reflux. To the reaction mixture was added a solution of ethylenediamine (30 ml) in water (20 ml). The mixture was stirred for 30 minutes at room temperature, followed by extraction with ethyl acetate. The organic layer was dried (anhydrous magnesium sulfate), then the solvent was d... Reactants: CCN(C(C)C)C(C)C, O=C(O)c1ccc(Cl)s1, NCC1CN(c2ccc(N3CCOCC3)c(F)c2)C(=O)O1, CN(C)C=O, O, On1nnc2ccccc21. Product: O=C(NCC1CN(c2ccc(N3CCOCC3)c(F)c2)C(=O)O1)c1ccc(Cl)s1. Reaction SMILES: [CH:42]([N:43]([CH:44]([CH3:45])[CH3:46])[CH2:47][CH3:48])([CH3:49])[CH3:50].[Cl:22][c:23]1[cH:24][cH:25][c:26]([C:28](=[O:29])[OH:30])[s:27]1.[NH2:1][CH2:2][CH:3]1[CH2:4][N:5]([c:9]2[cH:10][c:11]([F:21])[c:12]([N:15]3[CH2:16][CH2:17][O:18][CH2:19][CH2:20]3)[cH:13][cH:14]2)[C:6](=[O:8])[O:7]1.[O:51]=[CH:52][N:53]([CH3:54])[CH3:55].[OH2:31].[OH:32][n:33]1[c:34]2[cH:35][cH:36][cH:37][cH:38][c:39]2[n:40][n:41]1>>[NH:1]([CH2:2][CH:3]1[CH2:4][N:5]([c:9]2[cH:10][c:11]([F:21])[c:12]([N:15]3[CH2:16][CH2:17][O:18][CH2:19][CH2:20]3)[cH:13][cH:14]2)[C:6](=[O:8])[O:7]1)[C:28]([c:26]1[cH:25][cH:24][c:23]([Cl:22])[s:27]1)=[O:29]. Starting materials: [BH4-], CO, Cl, [Na+], CCOC(=O)c1ncc2sccn12. Product: OCc1ncc2sccn12. Reaction SMILES: [BH4-:14].[CH3:17][OH:18].[ClH:16].[Na+:15].[s:1]1[c:2]2[n:3]([cH:4][cH:5]1)[c:6]([C:9](=[O:10])[O:11][CH2:12][CH3:13])[n:7][cH:8]2>>[s:1]1[c:2]2[n:3]([cH:4][cH:5]1)[c:6]([CH2:9][OH:10])[n:7][cH:8]2. Reactants: C(CCCCCC)N (1-heptylamine), C(C)(C)N(C(C)C)CC (N,N-diisopropylethylamine), Cl (HCl), C(C)OC(C(CC1=CC=C(C=C1)CC(=O)O)(C)C)=O (3-(4-carboxymethyl-phenyl)-2,2-dimethyl-propionic acid ethyl ester), S(=O)(Cl)Cl (thionyl chloride). Solvent: ClCCl (dichloromethane), C(Cl)(Cl)Cl (chloroform). Conditions: time 30 minute. Yields the product C(C)OC(C(CC1=CC=C(C=C1)CC(NCCCCCCC)=O)(C)C)=O (3-(4-heptylcarbamoylmethyl-phenyl)-2,2-dimethyl-propionic acid ethyl ester). As a reaction SMILES: [CH2:1]([O:3][C:4](=[O:19])[C:5]([CH3:18])([CH3:17])[CH2:6][C:7]1[CH:12]=[CH:11][C:10]([CH2:13][C:14]([OH:16])=O)=[CH:9][CH:8]=1)[CH3:2].S(Cl)(Cl)=O.[CH2:24]([NH2:31])[CH2:25][CH2:26][CH2:27][CH2:28][CH2:29][CH3:30].C(N(CC)C(C)C)(C)C.Cl>C(Cl)(Cl)Cl.ClCCl>[CH2:1]([O:3][C:4](=[O:19])[C:5]([CH3:18])([CH3:17])[CH2:6][C:7]1[CH:8]=[CH:9][C:10]([CH2:13][C:14](=[O:16])[NH:31][CH2:24][CH2:25][CH2:26][CH2:27][CH2:28][CH2:29][CH3:30])=[CH:11][CH:12]=1)[CH3:2]. Procedure: To a stirred solution of 3-(4-carboxymethyl-phenyl)-2,2-dimethyl-propionic acid ethyl ester (0.97 g, 3.67 mmol) in chloroform (15 mL) under an nitrogen atmosphere was added thionyl chloride (11 mmol, 0.804 mL). The mixture was heated under reflux for 2.75 hours, cooled to room temperature and concentrated under reduced pressure to a clear oil. The oil was dissolved in methylene chloride (0.50 mL) then added dropwise to a solution of 1-heptylamine (4.40 mmol, 0.653 mL) and N,N-diisopropylethylami... Starting materials: O=C(O)c1ccc(B(O)O)cc1, Nc1ncc(Br)nc1C(=O)Nc1cccnc1, [Na+], [Na+], O=C([O-])[O-], C1CCOC1, O, c1ccc(P(c2ccccc2)(c2ccccc2)[Pd](P(c2ccccc2)(c2ccccc2)c2ccccc2)(P(c2ccccc2)(c2ccccc2)c2ccccc2)P(c2ccccc2)(c2ccccc2)c2ccccc2)cc1. Yields the product Nc1ncc(-c2ccc(C(=O)O)cc2)nc1C(=O)Nc1cccnc1. As a reaction SMILES: [C:18](=[O:19])([OH:20])[c:21]1[cH:22][cH:23][c:24]([B:27]([OH:28])[OH:29])[cH:25][cH:26]1.[NH2:1][c:2]1[c:3]([C:9](=[O:10])[NH:11][c:12]2[cH:13][n:14][cH:15][cH:16][cH:17]2)[n:4][c:5]([Br:8])[cH:6][n:7]1.[Na+:30].[Na+:31].[O-:32][C:33](=[O:34])[O-:35].[O:37]1[CH2:38][CH2:39][CH2:40][CH2:41]1.[OH2:36].[cH:42]1[cH:43][cH:44][c:45]([P:46]([Pd:47]([P:48]([c:49]2[cH:50][cH:51][cH:52][cH:53][cH:54]2)([c:55]2[cH:56][cH:57][cH:58][cH:59][cH:60]2)[c:61]2[cH:62][cH:63][cH:64][cH:65][cH:66]2)([P:67]([c:68]2[cH:69][cH:70][cH:71][cH:72][cH:73]2)([c:74]2[cH:75][cH:76][cH:77][cH:78][cH:79]2)[c:80]2[cH:81][cH:82][cH:83][cH:84][cH:85]2)[P:86]([c:87]2[cH:88][cH:89][cH:90][cH:91][cH:92]2)([c:93]2[cH:94][cH:95][cH:96][cH:97][cH:98]2)[c:99]2[cH:100][cH:101][cH:102][cH:103][cH:104]2)([c:105]2[cH:106][cH:107][cH:108][cH:109][cH:110]2)[c:111]2[cH:112][cH:113][cH:114][cH:115][cH:116]2)[cH:117][cH:118]1>>[NH2:1][c:2]1[c:3]([C:9](=[O:10])[NH:11][c:12]2[cH:13][n:14][cH:15][cH:16][cH:17]2)[n:4][c:5](-[c:24]2[cH:23][cH:22][c:21]([C:18](=[O:19])[OH:20])[cH:26][cH:25]2)[cH:6][n:7]1. Starting materials: NC1=CC(N(C(N1CC1CCCCC1)=O)CC1CCCCC1)=O (6-amino-1,3-bis(cyclohexylmethyl)uracil), N(=O)[O-].[Na+] (sodium nitrite), O (water), C(C)O (ethanol). Run in C(C)(=O)O (acetic acid). The product is NC1=C(C(N(C(N1CC1CCCCC1)=O)CC1CCCCC1)=O)N=O (6-amino-1,3-bis(cyclohexylmethyl)-5-nitrosouracil), purple crystals. The yield is 86.0%. As a reaction SMILES: [NH2:1][C:2]1[N:7]([CH2:8][CH:9]2[CH2:14][CH2:13][CH2:12][CH2:11][CH2:10]2)[C:6](=[O:15])[N:5]([CH2:16][CH:17]2[CH2:22][CH2:21][CH2:20][CH2:19][CH2:18]2)[C:4](=[O:23])[CH:3]=1.O.C(O)C.[N:28]([O-])=[O:29].[Na+]>C(O)(=O)C>[NH2:1][C:2]1[N:7]([CH2:8][CH:9]2[CH2:14][CH2:13][CH2:12][CH2:11][CH2:10]2)[C:6](=[O:15])[N:5]([CH2:16][CH:17]2[CH2:18][CH2:19][CH2:20][CH2:21][CH2:22]2)[C:4](=[O:23])[C:3]=1[N:28]=[O:29] |f:3.4|. Procedure details: 6-Amino-1,3-bis(cyclohexylmethyl)uracil (from step (b), 25.0 g) was dissolved in glacial acetic acid (440 ml), water (440 ml) and ethanol (440 ml) at reflux. To this solution was added sodium nitrite (5.65 g). The resulting mixture was stirred as it cooled slowly to ambient temperature. The lavender precipitate was filtered off, washed with 1:1 water-ethanol and dried to give 6-amino-1,3-bis(cyclohexylmethyl)-5-nitrosouracil as light purple crystals (23.46 g, 86%), m.p. 240-243° C. dec with effe... Reactants: CCOC(=O)C(C)(C)Oc1ccc(CCN(C#N)Cc2ccc(-c3coc(C4CC4)n3)cc2)cc1, CC(=O)[O-], Cl, NO, [Na+], CN(C)C=O. Product: CCOC(=O)C(C)(C)Oc1ccc(CCN(Cc2ccc(-c3coc(C4CC4)n3)cc2)C(N)=NO)cc1. RXN SMILES: [C:1](#[N:2])[N:3]([CH2:4][CH2:5][c:6]1[cH:7][cH:8][c:9]([O:10][C:11]([C:12](=[O:13])[O:14][CH2:15][CH3:16])([CH3:17])[CH3:18])[cH:19][cH:20]1)[CH2:21][c:22]1[cH:23][cH:24][c:25](-[c:28]2[n:29][c:30]([CH:33]3[CH2:34][CH2:35]3)[o:31][cH:32]2)[cH:26][cH:27]1.[CH3:40][C:41](=[O:42])[O-:43].[ClH:36].[NH2:37][OH:38].[Na+:39].[O:44]=[CH:45][N:46]([CH3:47])[CH3:48]>>[C:1]([NH2:2])([N:3]([CH2:4][CH2:5][c:6]1[cH:7][cH:8][c:9]([O:10][C:11]([C:12](=[O:13])[O:14][CH2:15][CH3:16])([CH3:17])[CH3:18])[cH:19][cH:20]1)[CH2:21][c:22]1[cH:23][cH:24][c:25](-[c:28]2[n:29][c:30]([CH:33]3[CH2:34][CH2:35]3)[o:31][cH:32]2)[cH:26][cH:27]1)=[N:37][OH:38]. Starting materials: Cc1cc(N)ccc1I, CN(C)c1ccncc1, CCN(C(C)C)C(C)C, O=C(Cl)c1ccc(Cl)nc1, ClCCl. Product: Cc1cc(NC(=O)c2ccc(Cl)nc2)ccc1I. As a reaction SMILES: [CH3:1][c:2]1[cH:3][c:4]([NH2:5])[cH:6][cH:7][c:8]1[I:9].[CH3:29][N:30]([c:31]1[cH:32][cH:33][n:34][cH:35][cH:36]1)[CH3:37].[CH:10]([N:11]([CH:12]([CH3:13])[CH3:14])[CH2:15][CH3:16])([CH3:17])[CH3:18].[Cl:19][c:20]1[n:21][cH:22][c:23]([C:24](=[O:25])[Cl:26])[cH:27][cH:28]1.[Cl:38][CH2:39][Cl:40]>>[CH3:1][c:2]1[cH:3][c:4]([NH:5][C:24]([c:23]2[cH:22][n:21][c:20]([Cl:19])[cH:28][cH:27]2)=[O:25])[cH:6][cH:7][c:8]1[I:9]. Starting materials: C1CCOC1, O=CO, CCC(O)(c1ccc2c3c(ccc2c1)C(=O)N(C)C3)c1cn(C(c2ccccc2)(c2ccccc2)c2ccccc2)cn1. The product is CCC(O)(c1ccc2c3c(ccc2c1)C(=O)N(C)C3)c1c[nH]cn1. RXN SMILES: [CH2:44]1[O:45][CH2:46][CH2:47][CH2:48]1.[CH:49]([OH:50])=[O:51].[OH:1][C:2]([CH2:3][CH3:4])([c:5]1[n:6][cH:7][n:8]([C:10]([c:11]2[cH:12][cH:13][cH:14][cH:15][cH:16]2)([c:17]2[cH:18][cH:19][cH:20][cH:21][cH:22]2)[c:23]2[cH:24][cH:25][cH:26][cH:27][cH:28]2)[cH:9]1)[c:29]1[cH:30][c:31]2[c:32]([c:33]3[c:37]([cH:38][cH:39]2)[C:36](=[O:40])[N:35]([CH3:41])[CH2:34]3)[cH:42][cH:43]1>>[OH:1][C:2]([CH2:3][CH3:4])([c:5]1[n:6][cH:7][nH:8][cH:9]1)[c:29]1[cH:30][c:31]2[c:32]([c:33]3[c:37]([cH:38][cH:39]2)[C:36](=[O:40])[N:35]([CH3:41])[CH2:34]3)[cH:42][cH:43]1.